Dataset: the Open Reaction Database (ORD), a public repository of structured organic reaction records. Task: describe an organic reaction: reactants, conditions, products, and yield The reactants are FC(C1=CC(=NC=2N1N=CC2C(=O)O)C2=CC=C(C=C2)C(F)(F)F)F (7-difluoromethyl-5-(4-trifluoromethyl-phenyl)-pyrazolo[1,5-a]pyrimidine-3-carboxylic acid), NC=1C=C(C=CC1)S(=O)(=O)NCC=1C=NC=CC1 (3-amino-N-pyridin-3-ylmethyl-benzenesulfonamide). Product: N1=CC(=CC=C1)CNS(=O)(=O)C=1C=C(C=CC1)NC(=O)C=1C=NN2C1N=C(C=C2C(F)F)C2=CC=C(C=C2)C(F)(F)F (7-Difluoromethyl-5-(4-trifluoromethyl-phenyl)-pyrazolo[1,5-a]pyrimidine-3-carboxylic acid {3-[(pyridin-3-ylmethyl)-sulfamoyl]-phenyl}-amide). Reaction SMILES: [F:1][CH:2]([F:25])[C:3]1[N:8]2[N:9]=[CH:10][C:11]([C:12](O)=[O:13])=[C:7]2[N:6]=[C:5]([C:15]2[CH:20]=[CH:19][C:18]([C:21]([F:24])([F:23])[F:22])=[CH:17][CH:16]=2)[CH:4]=1.[NH2:26][C:27]1[CH:28]=[C:29]([S:33]([NH:36][CH2:37][C:38]2[CH:39]=[N:40][CH:41]=[CH:42][CH:43]=2)(=[O:35])=[O:34])[CH:30]=[CH:31][CH:32]=1>>[N:40]1[CH:41]=[CH:42][CH:43]=[C:38]([CH2:37][NH:36][S:33]([C:29]2[CH:28]=[C:27]([NH:26][C:12]([C:11]3[CH:10]=[N:9][N:8]4[C:3]([CH:2]([F:1])[F:25])=[CH:4][C:5]([C:15]5[CH:20]=[CH:19][C:18]([C:21]([F:24])([F:23])[F:22])=[CH:17][CH:16]=5)=[N:6][C:7]=34)=[O:13])[CH:32]=[CH:31][CH:30]=2)(=[O:35])=[O:34])[CH:39]=1. Procedure details: The title compound was prepared from 7-difluoromethyl-5-(4-trifluoromethyl-phenyl)-pyrazolo[1,5-a]pyrimidine-3-carboxylic acid (example C.1) and 3-amino-N-pyridin-3-ylmethyl-benzenesulfonamide (example B.5) according to general procedure II. Yellow solid. MS (ISP) 603.2 [(M+H+]; mp 256° C. Starting materials: SCC(=O)O (mercaptoacetic acid), CC1(C2CCC1(C(=O)C2)CS(=O)(=O)O)C (D-10-camphorsulfonic acid), CC=1C(=CC2=C(OCO2)C1)C(C)O (1-(6-methyl-1,3-benzodioxol-5-yl)ethanol). The product is CC=1C(=CC2=C(OCO2)C1)C(C)SCC(=O)O ([{1-(6-Methyl-1,3-benzodioxol-5-yl)ethyl}thio]acetic acid). RXN SMILES: [SH:1][CH2:2][C:3]([OH:5])=[O:4].CC1(C)C2(CS(O)(=O)=O)C(CC1CC2)=O.[CH3:21][C:22]1[C:23]([CH:31](O)[CH3:32])=[CH:24][C:25]2[O:29][CH2:28][O:27][C:26]=2[CH:30]=1>C1C=CC=CC=1>[CH3:21][C:22]1[C:23]([CH:31]([S:1][CH2:2][C:3]([OH:5])=[O:4])[CH3:32])=[CH:24][C:25]2[O:29][CH2:28][O:27][C:26]=2[CH:30]=1. The solvent is C1=CC=CC=C1 (benzene). Yield: 93.0%. Procedure details: 3.7 g of mercaptoacetic acid and a catalytic amount of D-10-camphorsulfonic acid were added to 3.2 g of 1-(6-methyl-1,3-benzodioxol-5-yl)ethanol and the mixture was heated under reflux in 100 ml of benzene for 1 h. The reaction mixture was washed with water and then extracted with a 1 1Nsodium hydroxide solution. The aqueous layer was washed with ethyl acetate, acidified with 1Nhydrochloric acid and extracted with chloroform. The organic layer was dried over magnesium sulfate and the solvent was...